From a dataset of the Open Reaction Database (ORD), a public repository of structured organic reaction records. describe an organic reaction: reactants, conditions, products, and yield The reactants are [Na] (sodium), Cl.FC=1C=C(C=CC1)NN (m-fluorophenylhydrazine hydrochloride), C(C=C)#N (acrylonitrile). The solvent is C(C)O (ethanol). Conditions: time 15 minute. The product is NC1=NN(CC1)C1=CC(=CC=C1)F (3-Amino-1-(m-fluorophenyl)-2-pyrazoline). As a reaction SMILES: [Na].Cl.[F:3][C:4]1[CH:5]=[C:6]([NH:10][NH2:11])[CH:7]=[CH:8][CH:9]=1.[C:12](#[N:15])[CH:13]=[CH2:14]>C(O)C>[NH2:15][C:12]1[CH2:13][CH2:14][N:10]([C:6]2[CH:7]=[CH:8][CH:9]=[C:4]([F:3])[CH:5]=2)[N:11]=1 |f:1.2,^1:0|. Reported procedure: A 1.38 g. amount of sodium metal is dissolved in 150 ml. of absolute ethanol, then 8.1 g. of m-fluorophenylhydrazine hydrochloride is added followed in 15 minutes by 2.75 g. of acrylonitrile. The reaction mixture is refluxed for 5 hours, then is evaporated to dryness in vacuo. Water is added and the separated solid is collected by filtration. The solid is dissolved in dichloromethane and the solution is passed through a short column of a hydrous magnesium silicate. The effluent is heated to refl... Reactants: N#Cc1ccc(C(=O)CBr)cc1, C1CCOC1, C[Si](C)(C)[N-][Si](C)(C)C, [K+], N#N, CC1C(CN2C(=O)C(Cc3ccncc3)(Cc3ccncc3)NC2=S)CC2CC1C2(C)C. The product is CC1C(CN2C(=O)C(Cc3ccncc3)(Cc3ccncc3)NC2=CC(=O)c2ccc(C#N)cc2)CC2CC1C2(C)C. RXN SMILES: [C:43](#[N:44])[c:45]1[cH:46][cH:47][c:48]([C:49]([CH2:50][Br:51])=[O:52])[cH:53][cH:54]1.[CH2:55]1[O:56][CH2:57][CH2:58][CH2:59]1.[CH3:33][Si:34]([N-:35][Si:36]([CH3:37])([CH3:38])[CH3:39])([CH3:40])[CH3:41].[K+:42].[N:60]#[N:61].[n:1]1[cH:2][cH:3][c:4]([CH2:7][C:8]2([CH2:26][c:27]3[cH:28][cH:29][n:30][cH:31][cH:32]3)[C:9](=[O:25])[N:10]([CH2:14][CH:15]3[CH:16]([CH3:24])[CH:17]4[C:18]([CH3:22])([CH3:23])[CH:19]([CH2:20]3)[CH2:21]4)[C:11](=[S:13])[NH:12]2)[cH:5][cH:6]1>>[n:1]1[cH:2][cH:3][c:4]([CH2:7][C:8]2([CH2:26][c:27]3[cH:28][cH:29][n:30][cH:31][cH:32]3)[C:9](=[O:25])[N:10]([CH2:14][CH:15]3[CH:16]([CH3:24])[CH:17]4[C:18]([CH3:22])([CH3:23])[CH:19]([CH2:20]3)[CH2:21]4)[C:11](=[CH:50][C:49]([c:48]3[cH:47][cH:46][c:45]([C:43]#[N:44])[cH:54][cH:53]3)=[O:52])[NH:12]2)[cH:5][cH:6]1.